Dataset: the Open Reaction Database (ORD), a public repository of structured organic reaction records. Task: describe an organic reaction: reactants, conditions, products, and yield Reactants: C1CCOC1, O=C(NCc1ccc(S(=O)(=O)N2CCC3(CC2)OCCO3)cc1)c1ccc(Cl)cc1, Cl. The product is O=C1CCN(S(=O)(=O)c2ccc(CNC(=O)c3ccc(Cl)cc3)cc2)CC1. Reaction SMILES: [CH2:31]1[O:32][CH2:33][CH2:34][CH2:35]1.[Cl:1][c:2]1[cH:3][cH:4][c:5]([C:6](=[O:7])[NH:8][CH2:9][c:10]2[cH:11][cH:12][c:13]([S:16](=[O:17])(=[O:18])[N:19]3[CH2:20][CH2:21][C:22]4([O:23][CH2:26][CH2:25][O:24]4)[CH2:27][CH2:28]3)[cH:14][cH:15]2)[cH:29][cH:30]1.[ClH:36]>>[Cl:1][c:2]1[cH:3][cH:4][c:5]([C:6](=[O:7])[NH:8][CH2:9][c:10]2[cH:11][cH:12][c:13]([S:16](=[O:17])(=[O:18])[N:19]3[CH2:20][CH2:21][C:22](=[O:23])[CH2:27][CH2:28]3)[cH:14][cH:15]2)[cH:29][cH:30]1. The reactants are [Cl-], Cl, O=[N+]([O-])c1ccccc1-c1cnoc1, O, O. The product is Nc1ccccc1-c1cnoc1. As a reaction SMILES: [Cl-:3].[ClH:18].[N+:4]([O-:5])(=[O:6])[c:7]1[c:8](-[c:13]2[cH:14][n:15][o:16][cH:17]2)[cH:9][cH:10][cH:11][cH:12]1.[OH2:1].[OH2:2]>>[NH2:4][c:7]1[c:8](-[c:13]2[cH:14][n:15][o:16][cH:17]2)[cH:9][cH:10][cH:11][cH:12]1. Starting materials: C(O)([O-])=O.[Na+] (sodium hydrogen carbonate), C(C)(C)(C)OC(N[C@H](CO)CCCO)=O (tert-butyl[(2S)-1,5-dihydroxypentan-2-yl]carbamate), COC(C)(C)OC (2,2-dimethoxypropane), O.C1(=CC=C(C=C1)S(=O)(=O)O)C (p-toluenesulfonic acid monohydrate). The solvent is C(Cl)(Cl)Cl (chloroform). Product: OCCC[C@@H]1N(C(OC1)(C)C)C(=O)OC(C)(C)C (tert-butyl (4S)-4-(3-hydroxypropyl)-2,2-dimethyl-1,3-oxazolidine-3-carboxylate). Reaction SMILES: [C:1]([O:5][C:6](=[O:15])[NH:7][C@@H:8]([CH2:11][CH2:12][CH2:13][OH:14])[CH2:9][OH:10])([CH3:4])([CH3:3])[CH3:2].CO[C:18](OC)([CH3:20])[CH3:19].O.C1(C)C=CC(S(O)(=O)=O)=CC=1.C(=O)([O-])O.[Na+]>C(Cl)(Cl)Cl>[OH:14][CH2:13][CH2:12][CH2:11][C@H:8]1[CH2:9][O:10][C:18]([CH3:20])([CH3:19])[N:7]1[C:6]([O:5][C:1]([CH3:4])([CH3:2])[CH3:3])=[O:15] |f:2.3,4.5|. Reported procedure: A solution of tert-butyl[(2S)-1,5-dihydroxypentan-2-yl]carbamate (9.45 g), 2,2-dimethoxypropane (48 mL) and p-toluenesulfonic acid monohydrate (0.41 g) in chloroform (100 mL) was stirred at room temperature for 3 hr. Saturated aqueous sodium hydrogen carbonate solution was added thereto, and the solvent was distilled off under reduced pressure. Ethyl acetate was added thereto, and the resulting mixture was washed with water and brine, followed by drying over anhydrous sodium sulfate. After the d... The reactants are N[C@H]([C@@H](O)C1=CC=CC=C1)CO ((1S,2S)-2-amino-1-phenyl-1,3-propanediol), N1C=NC=C1 (imidazole), [Si](C)(C)(C(C)(C)C)Cl (tert-butyldimethylsilyl chloride). Solvent: CN(C)C=O (DMF), [Cl-].[Na+].O (brine). Conditions: time 12 hour. Product: N[C@H]([C@@H](O)C1=CC=CC=C1)CO[Si](C)(C)C(C)(C)C (2-(S)-Amino-3-(tert-butyldimethylsilanyloxy)-1-(S)-phenylpropan-1-ol). As a reaction SMILES: [NH2:1][C@@H:2]([CH2:11][OH:12])[C@H:3]([C:5]1[CH:10]=[CH:9][CH:8]=[CH:7][CH:6]=1)[OH:4].N1C=CN=C1.[Si:18](Cl)([C:21]([CH3:24])([CH3:23])[CH3:22])([CH3:20])[CH3:19]>CN(C=O)C.[Cl-].[Na+].O>[NH2:1][C@@H:2]([CH2:11][O:12][Si:18]([C:21]([CH3:24])([CH3:23])[CH3:22])([CH3:20])[CH3:19])[C@H:3]([C:5]1[CH:6]=[CH:7][CH:8]=[CH:9][CH:10]=1)[OH:4] |f:4.5.6|. Procedure details: To a solution of (1S,2S)-2-amino-1-phenyl-1,3-propanediol (2.07 g, 12.4 mmol) in DMF (10 mL) was added imidazole (1.0 g, 14.7 mmol) and tert-butyldimethylsilyl chloride (2.30 g, 15.3 mmol). After stirring at rt for 12 h the mixture was added to diluted brine (150 mL, water/brine:1/1). Extraction with ethyl acetate (4×30 mL), washing of the combined extracts with brine (30 mL) and drying (MgSO4) gave after concentration a residue which was purified by flash chromatography on silica gel (eluent: e... Starting materials: BrC=1N=C2C(=NC1)NC=C2CO ((2-bromo-5H-pyrrolo[2,3-b]pyrazin-7-yl)-methanol), OS(=O)(=O)O (H2SO4), CrO3, CC(=O)C.OS(=O)(=O)O.O=[Cr](=O)=O (Jones reagent). The solvent is CC(=O)C (acetone), O (H2O). Reaction conditions: time 15 minute. The product is CC(=O)C.OS(=O)(=O)O.O=[Cr](=O)=O (Jones reagent), BrC=1N=C2C(=NC1)NC=C2C=O (2-bromo-5H-pyrrolo[2,3-b]pyrazine-7-carbaldehyde). Reaction SMILES: [OH:1][S:2]([OH:5])(=[O:4])=[O:3].[Br:6][C:7]1[N:8]=[C:9]2[C:15]([CH2:16][OH:17])=[CH:14][NH:13][C:10]2=[N:11][CH:12]=1.[CH3:18][C:19]([CH3:21])=[O:20].OS(O)(=O)=O.[O:27]=[Cr:28](=[O:30])=[O:29]>O.CC(C)=O>[CH3:18][C:19]([CH3:21])=[O:20].[OH:4][S:2]([OH:5])(=[O:3])=[O:1].[O:27]=[Cr:28](=[O:30])=[O:29].[Br:6][C:7]1[N:8]=[C:9]2[C:15]([CH:16]=[O:17])=[CH:14][NH:13][C:10]2=[N:11][CH:12]=1 |f:2.3.4,7.8.9|. Procedure: A stock solution of Jones reagent (2.67 M) was prepared by carefully adding concentrated H2SO4 (2.3 mL) to CrO3 (2.67 g) then diluting to 10 mL with H2O. To a partial suspension of (2-bromo-5H-pyrrolo[2,3-b]pyrazin-7-yl)-methanol (4.6 g, 20.1 mmol) in acetone (300 mL) was slowly added Jones reagent (9 mL, 24.0 mmol). During the addition the starting material gradually dissolved and a thick green precipitate was formed. The reaction mixture was stirred for 15 min then quenched with i-PrOH (2 mL) ... The reactants are [Li+].[Cl-] (LiCl), Cl.C(C)(C)OC([C@@H](NC([C@H]1NCC[C@@H]1CC)=O)CCSC)=O (3(S)-ethyl-prolyl-methionine isopropyl ester hydrochloride), C1=CC=C2C(=C1)C(=O)N(N=N2)O (HOOBT), C(CCl)Cl (EDC), CN(C)C=O (DMF), CN1CCOCC1 (N-methylmorpholine). Reaction conditions: time 8 hour. Product: C(#N)C1=CC=C(CN2C=NC=C2CC(=O)O)C=C1 ([1-(4-Cyanobenzyl)-1H-imidazol-5-yl]acetic acid). RXN SMILES: [Li+].[Cl-].Cl.C([O:7][C:8](=[O:24])[C@H:9](CCSC)NC(=O)[C@@H]1[C@@H](CC)CCN1)(C)C.[CH:25]1[CH:30]=[C:29]2[C:31]([N:33](O)N=N[C:28]2=[CH:27][CH:26]=1)=O.C(Cl)CCl.C[N:42]1[CH2:47]CO[CH2:44][CH2:43]1.[CH3:48][N:49](C=O)C>>[C:48]([C:26]1[CH:27]=[CH:28][C:29]([CH2:31][N:33]2[C:44]([CH2:9][C:8]([OH:24])=[O:7])=[CH:43][N:42]=[CH:47]2)=[CH:30][CH:25]=1)#[N:49] |f:0.1,2.3|. Procedure: LiCl (0.416 g, 1.47 mmol), pyrrolidin-2(S)-ylmethyl]-3(S)-ethyl-prolyl-methionine isopropyl ester hydrochloride (Step I) (0.63 g, 1.33 mmol), HOOBT (0.239 g, 1.47 mmol), and EDC (0.281 g, 1.47 mmol) were dissolved in degassed DMF (20 mL) with stirring at room temperature, N-methylmorpholine (0.8 mL, 5.32 mmol) was added to achieve a pH of 7, and stirring was continued overnight. The reaction mixture was concentrated to remove most of the DMF, and the residue was partitioned between EtOAc and aq ... Starting materials: COC(=O)C1N(CC(C1)N)C(=O)OC(C)(C)C (4-Amino-pyrrolidine-1,2-dicarboxylic acid 1-tert-butyl ester 2-methyl ester), CCN(C(C)C)C(C)C (DIPEA), FC(C(=O)OCC)(F)F (ethyl trifluoroacetate). Run in C(C)(=O)OCC (ethyl acetate), CO (methanol). Conditions: time 8 hour. The product is COC(=O)C1N(CC(C1)NC(C(F)(F)F)=O)C(=O)OC(C)(C)C (4-(2,2,2-Trifluoro-acetylamino)-pyrrolidine-1,2-dicarboxylic acid 1-tert-butyl ester 2-methyl ester). As a reaction SMILES: [CH3:1][O:2][C:3]([CH:5]1[CH2:9][CH:8]([NH2:10])[CH2:7][N:6]1[C:11]([O:13][C:14]([CH3:17])([CH3:16])[CH3:15])=[O:12])=[O:4].CCN(C(C)C)C(C)C.[F:27][C:28]([F:35])([F:34])[C:29](OCC)=[O:30]>C(OCC)(=O)C.CO>[CH3:1][O:2][C:3]([CH:5]1[CH2:9][CH:8]([NH:10][C:29](=[O:30])[C:28]([F:35])([F:34])[F:27])[CH2:7][N:6]1[C:11]([O:13][C:14]([CH3:17])([CH3:16])[CH3:15])=[O:12])=[O:4]. Reported procedure: To a solution of 4-Amino-pyrrolidine-1,2-dicarboxylic acid 1-tert-butyl ester 2-methyl ester (2.45 g, 10 mmol) in ethyl acetate (20 mL) and methanol (5 mL) was added DIPEA (0.15 g, 1.14 mmol) followed by ethyl trifluoroacetate (1.54 g, 11 mmol). The reaction mixture was stirred at room temperature overnight and partitioned between water and ethyl acetate. The ethyl acetate layer was washed with water, brine, dried over Na2SO4, filtered, and the solvent evaporated in vacuo to yield a crude solid ... The reactants are C(C)OCC (diethyl ether), C=C1C(CC(C2C1OC(O2)(C)C)OC(C)OCC)=CC(=O)OCC (Ethyl (2-methylene-3,4-(dimethylmethylenedioxy)-5-(1-ethoxyethoxy)cyclohexylidene)acetate), C(O)([O-])=O.[Na+] (sodium hydrogen carbonate), C1(=CC=C(C=C1)S(=O)(=O)[O-])C.[NH+]1=CC=CC=C1 (pyridinium p-toluenesulfonate). Run in C(C)O (ethanol). Run at time 15 minute. The product is C=C1C(CC(C2C1OC(O2)(C)C)O)=CC(=O)OCC (ethyl (2-methylene-3,4-(dimethylmethylenedioxy)-5-hydroxycyclohexylidene)acetate). As a reaction SMILES: [CH2:1]=[C:2]1[CH:7]2[O:8][C:9]([CH3:12])([CH3:11])[O:10][CH:6]2[CH:5]([O:13]C(OCC)C)[CH2:4][C:3]1=[CH:19][C:20]([O:22][CH2:23][CH3:24])=[O:21].C1(C)C=CC(S([O-])(=O)=O)=CC=1.[NH+]1C=CC=CC=1.C(=O)([O-])O.[Na+].C(OCC)C>C(O)C>[CH2:1]=[C:2]1[CH:7]2[O:8][C:9]([CH3:12])([CH3:11])[O:10][CH:6]2[CH:5]([OH:13])[CH2:4][C:3]1=[CH:19][C:20]([O:22][CH2:23][CH3:24])=[O:21] |f:1.2,3.4|. Reported procedure: Ethyl (2-methylene-3,4-(dimethylmethylenedioxy)-5-(1-ethoxyethoxy)cyclohexylidene)acetate was dissolved in 5 ml of ethanol, and a catalytic amount of pyridinium p-toluenesulfonate was added, followed by stirring at room temperature for 15 minutes. A sodium hydrogen carbonate aqueous solution was added to the reaction mixture, and extraction was conducted with diethyl ether. The extract was washed with a saturated sodium chloride aqueous solution, dried over anhydrous magnesium sulfate, and conce... The reactants are CN(C)C=O, CCCCCCCOc1ccc(CCl)cc1, [N-]=[N+]=[N-], [Na+], O. Yields the product CCCCCCCOc1ccc(CN)cc1. As a reaction SMILES: [CH3:22][N:23]([CH3:24])[CH:25]=[O:26].[Cl:5][CH2:6][c:7]1[cH:8][cH:9][c:10]([O:13][CH2:14][CH2:15][CH2:16][CH2:17][CH2:18][CH2:19][CH3:20])[cH:11][cH:12]1.[N-:2]=[N+:3]=[N-:4].[Na+:1].[OH2:21]>>[NH2:2][CH2:6][c:7]1[cH:8][cH:9][c:10]([O:13][CH2:14][CH2:15][CH2:16][CH2:17][CH2:18][CH2:19][CH3:20])[cH:11][cH:12]1. Reactants: amide, NC1=CC=C(N=N1)C(=O)O (6-amino-pyridazine-3-carboxylic acid), C(C)(C)(C)OC(=O)N1C2CNCC1CC2 (3,8-diaza-bicyclo[3.2.1]octane-8-carboxylic acid tert-butyl ester). The product is C(C)(C)(C)OC(=O)N1C2CN(CC1CC2)C(=O)C=2N=NC(=CC2)N (3-(6-Amino-pyridazine-3-carbonyl)-3,8-diaza-bicyclo[3.2.1]octane-8-carboxylic acid tert-butyl ester). The yield is 51.0%. Reaction SMILES: [NH2:1][C:2]1[N:7]=[N:6][C:5]([C:8]([OH:10])=O)=[CH:4][CH:3]=1.[C:11]([O:15][C:16]([N:18]1[CH:23]2[CH2:24][CH2:25][CH:19]1[CH2:20][NH:21][CH2:22]2)=[O:17])([CH3:14])([CH3:13])[CH3:12]>>[C:11]([O:15][C:16]([N:18]1[CH:19]2[CH2:25][CH2:24][CH:23]1[CH2:22][N:21]([C:8]([C:5]1[N:6]=[N:7][C:2]([NH2:1])=[CH:3][CH:4]=1)=[O:10])[CH2:20]2)=[O:17])([CH3:14])([CH3:12])[CH3:13]. Procedure: Following general amide formation method 1, 6-amino-pyridazine-3-carboxylic acid (212 mg, 1.0 mmol) was combined with 3,8-diaza-bicyclo[3.2.1]octane-8-carboxylic acid tert-butyl ester (139 mg, 1.0 mmol), which gave 3-(6-Amino-pyridazine-3-carbonyl)-3,8-diaza-bicyclo[3.2.1]octane-8-carboxylic acid tert-butyl ester as a white solid (169 mg, 0.51 mmol) in 51% yield. MS m/z 334.4 (M+H)+.